From a dataset of the Open Reaction Database (ORD), a public repository of structured organic reaction records. describe an organic reaction: reactants, conditions, products, and yield Starting materials: CO, CC(C)O, CNc1cc(Cl)ncn1, Cl, N#Cc1cccc(N)c1, N, O. Yields the product CNc1cc(Nc2cccc(C#N)c2)ncn1. Reaction SMILES: [CH3:22][OH:23].[CH3:24][CH:25]([OH:26])[CH3:27].[Cl:1][c:2]1[cH:3][c:4]([NH:8][CH3:9])[n:5][cH:6][n:7]1.[ClH:19].[NH2:10][c:11]1[cH:12][c:13]([C:14]#[N:15])[cH:16][cH:17][cH:18]1.[NH3:20].[OH2:21]>>[c:2]1([NH:10][c:11]2[cH:12][c:13]([C:14]#[N:15])[cH:16][cH:17][cH:18]2)[cH:3][c:4]([NH:8][CH3:9])[n:5][cH:6][n:7]1. Starting materials: BrC1=CC(=C(C#N)C=C1)F (4-bromo-2-fluorobenzonitrile), Cl.NCC(=O)N (glycinamide hydrochloride), C(=O)([O-])[O-].[K+].[K+] (K2CO3). Run in CS(=O)C (DMSO). Conditions: temperature 120 celsius. Product: BrC=1C=CC(=C(C1)NCC(=O)N)C#N (2-(5-bromo-2-cyano-phenylamino)acetamide). The yield is 100.3%. RXN SMILES: [Br:1][C:2]1[CH:9]=[CH:8][C:5]([C:6]#[N:7])=[C:4](F)[CH:3]=1.Cl.[NH2:12][CH2:13][C:14]([NH2:16])=[O:15].C([O-])([O-])=O.[K+].[K+]>CS(C)=O>[Br:1][C:2]1[CH:9]=[CH:8][C:5]([C:6]#[N:7])=[C:4]([NH:12][CH2:13][C:14]([NH2:16])=[O:15])[CH:3]=1 |f:1.2,3.4.5|. Procedure: 9.1 g (45.5 mmol) 4-bromo-2-fluorobenzonitrile, 10.0 g (91.0 mmol) glycinamide hydrochloride and 15.7 g (114 mmol) K2CO3 were suspended in 80 ml DMSO and heated at 120° C. for 5.5 h. Having cooled down to room temperature, the solvent was concentrated and water was added. The resulting precipitate was sucked off and washed with water. 11.6 g (100%) 2-(5-bromo-2-cyano-phenylamino)acetamide was obtained. ESI-MS [m/z]: 254, 256 [M+H]+ Reactants: [Al+3], Cc1cc2c(s1)CCCNC2=O, [Cl-], [Cl-], [Cl-], O=C(Cl)CCCCl, CC(Cl)Cl, O. Reaction SMILES: [Al+3:21].[CH3:1][c:2]1[cH:3][c:4]2[c:10]([s:11]1)[CH2:9][CH2:8][CH2:7][NH:6][C:5]2=[O:12].[Cl-:20].[Cl-:22].[Cl-:23].[Cl:13][CH2:14][CH2:15][CH2:16][C:17](=[O:18])[Cl:19].[Cl:25][CH:26]([Cl:27])[CH3:28].[OH2:24]>>[CH3:1][c:2]1[c:3]([C:17]([CH2:16][CH2:15][CH2:14][Cl:13])=[O:18])[c:4]2[c:10]([s:11]1)[CH2:9][CH2:8][CH2:7][NH:6][C:5]2=[O:12]. Yields the product Cc1sc2c(c1C(=O)CCCCl)C(=O)NCCC2. The reactants are 20(v), FC1=C(C=CC(=C1)F)C1(OC1)C(=C)C1=CC=C(C=C1)N1N=CN=C1 (2-(2,4-difluorophenyl)-2-[1-{4-(1,2,4-triazol-1-yl)phenyl}ethenyl]oxirane), N1N=CN=C1.[Na] (sodium 1,2,4-triazole). Solvent: CN(C)C=O (DMF). Yields the product FC1=C(C=CC(=C1)F)C(CN1N=CN=C1)(C(=C)C1=CC=C(C=C1)N1N=CN=C1)O (2-(2,4-difluorophenyl)-1-(1,2,4-triazol-1-yl)-3-[4-(1,2,4-triazol-1-yl)phenyl]-3-buten-2-ol). Yield: 89.0%. RXN SMILES: [F:1][C:2]1[CH:7]=[C:6]([F:8])[CH:5]=[CH:4][C:3]=1[C:9]1([C:12]([C:14]2[CH:19]=[CH:18][C:17]([N:20]3[CH:24]=[N:23][CH:22]=[N:21]3)=[CH:16][CH:15]=2)=[CH2:13])[CH2:11][O:10]1.[NH:25]1[CH:29]=[N:28][CH:27]=[N:26]1.[Na]>CN(C=O)C>[F:1][C:2]1[CH:7]=[C:6]([F:8])[CH:5]=[CH:4][C:3]=1[C:9]([OH:10])([C:12]([C:14]1[CH:19]=[CH:18][C:17]([N:20]2[CH:24]=[N:23][CH:22]=[N:21]2)=[CH:16][CH:15]=1)=[CH2:13])[CH2:11][N:25]1[CH:29]=[N:28][CH:27]=[N:26]1 |f:1.2,^1:29|. Reported procedure: By the method of Preparation 20(v), 2-(2,4-difluorophenyl)-2-[1-{4-(1,2,4-triazol-1-yl)phenyl}ethenyl]oxirane (570 mg, 1.75 mmol) was treated with sodium 1,2,4-triazole in DMF (10 ml) at 70° C. for 8 hours, to give 2-(2,4-difluorophenyl)-1-(1,2,4-triazol-1-yl)-3-[4-(1,2,4-triazol-1-yl)phenyl]-3-buten-2-ol (620 mg, 89%), as a solid, which was characterised by 1H-N.M.R. spectroscopy. As a reaction SMILES: [CH3:36][c:37]1[cH:38][cH:39][cH:40][cH:41][cH:42]1.[NH2:1][c:2]1[c:3]2[c:7]([cH:8][cH:9][cH:10]1)[N:6]([CH2:11][C:12](=[O:13])[O:14][CH2:15][CH3:16])[CH2:5][C:4]2([CH3:17])[CH2:18][C:19]([O:21][CH2:20][CH3:22])=[O:23].[OH2:24].[c:25]1([CH3:26])[cH:27][cH:28][c:29]([S:30]([OH:31])(=[O:32])=[O:33])[cH:34][cH:35]1>>[NH:1]1[c:2]2[c:3]3[c:7]([cH:8][cH:9][cH:10]2)[N:6]([CH2:11][C:12](=[O:13])[O:14][CH2:15][CH3:16])[CH2:5][C:4]3([CH3:17])[CH2:18][C:19]1=[O:21]. Product: CCOC(=O)CN1CC2(C)CC(=O)Nc3cccc1c32. Starting materials: Cc1ccccc1, CCOC(=O)CN1CC(C)(CC(=O)OCC)c2c(N)cccc21, O, Cc1ccc(S(=O)(=O)O)cc1. Reactants: BrCCCC(C1=CC=C(C=C1)F)C1=CC=C(C=C1)F (1,1′-(4-bromobutylidene)bis[4-fluorobenzene]), C1(C=2C(C(N1)=O)=CC=CC2)=O.[K] (potassium phthalimide), O (H2O). Solvent: CN(C)C=O (DMF). Conditions: temperature 50 celsius, time 16 hour. Product: FC1=CC=C(C=C1)C(CCCN1C(C2=CC=CC=C2C1=O)=O)C1=CC=C(C=C1)F (2-[4,4-Bis-(4-fluoro-phenyl)-butyl]-isoindole-1,3-dione). Isolated yield 94.9%. RXN SMILES: Br[CH2:2][CH2:3][CH2:4][CH:5]([C:13]1[CH:18]=[CH:17][C:16]([F:19])=[CH:15][CH:14]=1)[C:6]1[CH:11]=[CH:10][C:9]([F:12])=[CH:8][CH:7]=1.[C:20]1(=[O:30])[NH:24][C:23](=[O:25])[C:22]2=[CH:26][CH:27]=[CH:28][CH:29]=[C:21]12.[K].O>CN(C=O)C>[F:12][C:9]1[CH:10]=[CH:11][C:6]([CH:5]([C:13]2[CH:18]=[CH:17][C:16]([F:19])=[CH:15][CH:14]=2)[CH2:4][CH2:3][CH2:2][N:24]2[C:20](=[O:30])[C:21]3[C:22](=[CH:26][CH:27]=[CH:28][CH:29]=3)[C:23]2=[O:25])=[CH:7][CH:8]=1 |f:1.2,^1:30|. Procedure details: A suspension consisting of 1,1′-(4-bromobutylidene)bis[4-fluorobenzene] (25 g, 77 mmol) and potassium phthalimide (17 g, 92 mmol) in 300 mL DMF was stirred at 50° C. for 16 hours, cooled to 25° C., and poured into 900 mL of cold H2O. The mixture was extracted with ethyl acetate (3×300 mL), and the combined extracts were washed with H2O (2×1 L), followed by brine (700 mL), then dried over anhydrous sodium sulfate. Evaporation of solvent in vacuo afforded 28.6 g of a golden oil, which was triturat... Reactants: COCC=1C=NC=CC1 (3-Methoxymethylpyridine), O(C1=CC=CC=C1)C=1C=C(C=CC1)CC(CI)C (3-(m-phenoxyphenyl)-2-methylpropyl iodide), resultant mixture. Run at time 15 hour. Yields the product O(C1=CC=CC=C1)C=1C=C(C=CC1)CC(CN1CC(=CCC1)COC)C (N-[3-(m-phenoxyphenyl)-2-methylpropyl]-3-methoxymethyl-1,2,5,6-tetrahydropyridine). The yield is 20.0%. RXN SMILES: [CH3:1][O:2][CH2:3][C:4]1[CH:5]=[N:6][CH:7]=[CH:8][CH:9]=1.[O:10]([C:17]1[CH:18]=[C:19]([CH2:23][CH:24]([CH3:27])[CH2:25]I)[CH:20]=[CH:21][CH:22]=1)[C:11]1[CH:16]=[CH:15][CH:14]=[CH:13][CH:12]=1>>[O:10]([C:17]1[CH:18]=[C:19]([CH2:23][CH:24]([CH3:27])[CH2:25][N:6]2[CH2:7][CH2:8][CH:9]=[C:4]([CH2:3][O:2][CH3:1])[CH2:5]2)[CH:20]=[CH:21][CH:22]=1)[C:11]1[CH:12]=[CH:13][CH:14]=[CH:15][CH:16]=1. Procedure details: 3-Methoxymethylpyridine (1.75 g) was added to 3-(m-phenoxyphenyl)-2-methylpropyl iodide (1.0 g) at room temperature, and the resultant mixture was stirred at 120° C. for 4 hours. The reaction mixture was cooled to room temperature and washed with diethyl ether three times. Methanol (20 ml) was added thereto, and after addition of sodium borohydride (0.21 g) at room temperature, the resultant mixture was stirred at the same temperature for 15 hours. The resultant mixture was admixed with water (2...